From a dataset of the Open Reaction Database (ORD), a public repository of structured organic reaction records. describe an organic reaction: reactants, conditions, products, and yield Reactants: CCCCCCC(C)C(=O)O, O=S(Cl)Cl. Yields the product CCCCCCC(C)C(=O)Cl. As a reaction SMILES: [CH3:5][CH:6]([C:7](=[O:8])[OH:9])[CH2:10][CH2:11][CH2:12][CH2:13][CH2:14][CH3:15].[S:1]([Cl:2])([Cl:3])=[O:4]>>[Cl:3][C:7]([CH:6]([CH3:5])[CH2:10][CH2:11][CH2:12][CH2:13][CH2:14][CH3:15])=[O:8]. Reactants: C(C)(=O)C=1C=CC(=C(N)C1)NC1=CC(=CC=C1)C=1C=NC=CC1 (5-acetyl-2-(3-(3-pyridyl)phenylamino)aniline), C(=O)O (formic acid), [OH-].[Na+] (NaOH). Product: C(C)(=O)C1=CC2=C(N(C=N2)C2=CC(=CC=C2)C=2C=NC=CC2)C=C1 (5-Acetyl-1-(3-(3-pyridyl)phenyl)benzimidazole). Reaction SMILES: [C:1]([C:4]1[CH:5]=[CH:6][C:7]([NH:11][C:12]2[CH:17]=[CH:16][CH:15]=[C:14]([C:18]3[CH:19]=[N:20][CH:21]=[CH:22][CH:23]=3)[CH:13]=2)=[C:8]([CH:10]=1)[NH2:9])(=[O:3])[CH3:2].[OH-].[Na+].[CH:26](O)=O>>[C:1]([C:4]1[CH:5]=[CH:6][C:7]2[N:11]([C:12]3[CH:17]=[CH:16][CH:15]=[C:14]([C:18]4[CH:19]=[N:20][CH:21]=[CH:22][CH:23]=4)[CH:13]=3)[CH:26]=[N:9][C:8]=2[CH:10]=1)(=[O:3])[CH3:2] |f:1.2|. Procedure: 5-acetyl-2-(3-(3-pyridyl)phenylamino)aniline (5 g, 16.5 mmol) in formic acid (50 ml) is stirred at 90° C. for 1.5 hours. The cooled reaction mixture is made alkaline by addition of 12 M NaOH. 5-acetyl-1-(3-(3-pyridyl)phenyl)benzimidazole is filtered off washed with water and dried. Quantitative yield. m.p. 195-97° C. Starting materials: [Na] (sodium), C(CCC)(=O)CC(=O)OCC (ethyl butyrylacetate), C1=C(C=CC2=CC=CC=C12)CBr (2-naphthalenylmethyl bromide). Solvent: C(C)O.C1CCOC1 (ethanol THF). Yields the product C(C)OC(C(CC1=CC2=CC=CC=C2C=C1)C(CCC)=O)=O (Ethyl-α-(2-naphthalenylmethyl)-butyrylacetate). As a reaction SMILES: [Na].[C:2]([CH2:7][C:8]([O:10][CH2:11][CH3:12])=[O:9])(=[O:6])[CH2:3][CH2:4][CH3:5].[CH:13]1[C:22]2[C:17](=[CH:18][CH:19]=[CH:20][CH:21]=2)[CH:16]=[CH:15][C:14]=1[CH2:23]Br>C(O)C.C1COCC1>[CH2:11]([O:10][C:8](=[O:9])[CH:7]([C:2](=[O:6])[CH2:3][CH2:4][CH3:5])[CH2:23][C:14]1[CH:15]=[CH:16][C:17]2[C:22](=[CH:21][CH:20]=[CH:19][CH:18]=2)[CH:13]=1)[CH3:12] |f:3.4,^1:0|. Procedure: Ethyl-α-(2-naphthalenylmethyl)-butyrylacetate was prepared following the procedure of Example 2 from 2.18 g of sodium, 15 g of ethyl butyrylacetate and 21 g of 2-naphthalenylmethyl bromide in 300 mL ethanol-THF (10:1). The crude product was purified by removal of excess starting β-keto ester using a kugelrohr apparatus (oven ≤100° C./0.50 mm).